Dataset: the Open Reaction Database (ORD), a public repository of structured organic reaction records. Task: describe an organic reaction: reactants, conditions, products, and yield Reactants: O=C([O-])[O-], CN(C)C=O, COc1cc(F)ccc1[N+](=O)[O-], [K+], [K+], OC1CCNCC1, O. Yields the product COc1cc(N2CCC(O)CC2)ccc1[N+](=O)[O-]. RXN SMILES: [C:8](=[O:9])([O-:10])[O-:11].[CH3:27][N:28]([CH3:29])[CH:30]=[O:31].[F:14][c:15]1[cH:16][c:17]([O:24][CH3:25])[c:18]([N+:21](=[O:22])[O-:23])[cH:19][cH:20]1.[K+:12].[K+:13].[NH:1]1[CH2:2][CH2:3][CH:4]([OH:7])[CH2:5][CH2:6]1.[OH2:26]>>[N:1]1([c:15]2[cH:16][c:17]([O:24][CH3:25])[c:18]([N+:21](=[O:22])[O-:23])[cH:19][cH:20]2)[CH2:2][CH2:3][CH:4]([OH:7])[CH2:5][CH2:6]1. The reactants are [NH2-].[Na+] (sodium amide), Cl.FC1=CC=C(C=C1)NN ((4-Fluorophenyl)hydrazine hydrochloride), BrCC=1N=C(SC1)C (4-(bromomethyl)-2-methylthiazole). Solvent: O1CCCC1 (tetrahydrofuran). Conditions: temperature 50 celsius, time 5 minute. Product: FC1=CC=C(C=C1)N(N)CC=1N=C(SC1)C (4-((1-(4-fluorophenyl)hydrazinyl)methyl)-2-methylthiazole). Reaction SMILES: [NH2-].[Na+].Cl.[F:4][C:5]1[CH:10]=[CH:9][C:8]([NH:11][NH2:12])=[CH:7][CH:6]=1.Br[CH2:14][C:15]1[N:16]=[C:17]([CH3:20])[S:18][CH:19]=1>O1CCCC1>[F:4][C:5]1[CH:10]=[CH:9][C:8]([N:11]([CH2:14][C:15]2[N:16]=[C:17]([CH3:20])[S:18][CH:19]=2)[NH2:12])=[CH:7][CH:6]=1 |f:0.1,2.3|. Reported procedure: A flask containing tetrahydrofuran (2.0 mL) was charged with sodium amide (152 mg, 3.69 mmol; Aldrich) and chilled to 0° C. (4-Fluorophenyl)hydrazine hydrochloride (400 mg, 2.46 mmol; Aldrich) was added in portions. After 5 minutes, the solid had completely dissolved and the ice bath was removed. Stirring was continued for 1 hour, then the solution was chilled again in an ice bath and 4-(bromomethyl)-2-methylthiazole (473 mg, 2.46 mmol; Aldrich) was added dropwise. After 30 minutes, the ice bath... The reactants are C#CC(=O)OC, O=Cc1ccc2c(c1)OCO2, [Li]CCCC, [Cl-], [NH4+], C1CCOC1. Yields the product COC(=O)C#CC(O)c1ccc2c(c1)OCO2. As a reaction SMILES: [C:1]([C:2]#[CH:3])(=[O:4])[O:5][CH3:6].[CH2:12]1[O:13][c:14]2[cH:15][c:16]([CH:17]=[O:18])[cH:19][cH:20][c:21]2[O:22]1.[CH2:7]([Li:8])[CH2:9][CH2:10][CH3:11].[Cl-:23].[NH4+:24].[O:25]1[CH2:26][CH2:27][CH2:28][CH2:29]1>>[C:1]([C:2]#[C:3][CH:17]([c:16]1[cH:15][c:14]2[c:21]([cH:20][cH:19]1)[O:22][CH2:12][O:13]2)[OH:18])(=[O:4])[O:5][CH3:6].